Dataset: the Open Reaction Database (ORD), a public repository of structured organic reaction records. Task: describe an organic reaction: reactants, conditions, products, and yield Reactants: [H-], CCCCI, [Na+], CN(C)C=O, Cc1cc(Cl)nc2[nH]n(C(=O)NCCc3cccs3)c(=O)c12. Yields the product CCCCn1c2nc(Cl)cc(C)c2c(=O)n1C(=O)NCCc1cccs1. Reaction SMILES: [H-:28].[I:23][CH2:24][CH2:25][CH2:26][CH3:27].[Na+:29].[O:30]=[CH:31][N:32]([CH3:33])[CH3:34].[s:1]1[c:2]([CH2:6][CH2:7][NH:8][C:9](=[O:10])[n:11]2[nH:12][c:13]3[n:14][c:15]([Cl:22])[cH:16][c:17]([CH3:21])[c:18]3[c:19]2=[O:20])[cH:3][cH:4][cH:5]1>>[s:1]1[c:2]([CH2:6][CH2:7][NH:8][C:9](=[O:10])[n:11]2[n:12]([CH2:24][CH2:25][CH2:26][CH3:27])[c:13]3[n:14][c:15]([Cl:22])[cH:16][c:17]([CH3:21])[c:18]3[c:19]2=[O:20])[cH:3][cH:4][cH:5]1. Starting materials: CC(C)OC(=O)/N=N/C(=O)OC(C)C (diisopropylazodicarboxylate), ClC(=CCOC1=CC(=C(C(=C1)Cl)O)Cl)Cl (4-(3,3-dichloro-2-propenyloxy)-2,6-dichlorophenol), O(C1=CC=CC=C1)C=1C=C(CO)C=CC1 (m-phenoxybenzyl alcohol), C1(=CC=CC=C1)P(C1=CC=CC=C1)C1=CC=CC=C1 (triphenylphosphine). Run in O1CCCC1 (tetrahydrofuran), O1CCCC1 (tetrahydrofuran). Product: ClC=1C=C(C=C(C1CC1=CC(=CC=C1)OC1=CC=CC=C1)Cl)OCC=C(Cl)Cl (3,5-dichloro-4-(3-phenoxybenzyl)-1-(3,3-dichloro-2-propenyloxy)-benzene). Yield: 59.6%. RXN SMILES: [Cl:1][C:2]([Cl:15])=[CH:3][CH2:4][O:5][C:6]1[CH:11]=[C:10]([Cl:12])[C:9](O)=[C:8]([Cl:14])[CH:7]=1.[O:16]([C:23]1[CH:24]=[C:25]([CH:28]=[CH:29][CH:30]=1)[CH2:26]O)[C:17]1[CH:22]=[CH:21][CH:20]=[CH:19][CH:18]=1.C1(P(C2C=CC=CC=2)C2C=CC=CC=2)C=CC=CC=1.CC(OC(/N=N/C(OC(C)C)=O)=O)C>O1CCCC1>[Cl:14][C:8]1[CH:7]=[C:6]([O:5][CH2:4][CH:3]=[C:2]([Cl:15])[Cl:1])[CH:11]=[C:10]([Cl:12])[C:9]=1[CH2:26][C:25]1[CH:28]=[CH:29][CH:30]=[C:23]([O:16][C:17]2[CH:22]=[CH:21][CH:20]=[CH:19][CH:18]=2)[CH:24]=1. Reported procedure: To a solution of 0.33 g of 4-(3,3-dichloro-2-propenyloxy)-2,6-dichlorophenol, 0.23 g of m-phenoxybenzyl alcohol and 0.34 g of triphenylphosphine dissolved in 10 ml of tetrahydrofuran was added dropwise a solution of 0.26 g of diisopropylazodicarboxylate dissolved in 5 ml of tetrahydrofuran, while stirring at room temperature. After stirring at room temperature for 12 hours, the reaction mixture was concentrated, and then mixed with 20 ml of diethyl ether. The precipitate was filtered, and the fi... Starting materials: C(C)(C)(C)C1=CC=C(C=C1)NC1=NC(=NC=C1F)NC=1C=CC2=C(C=C(O2)C(=O)OC)C1 (N4-(4-tert-butylphenyl)-5-fluoro-N2-(2-methoxycarbonylbenzofuran-5-yl)-2,4-pyrimidinediamine), Cl.CN (methylamine hydrochloride). Reported procedure: In like manner to the preparation of N4-(ethylenedioxyphenyl)-5-fluoro-N2-[3-(N-methylamino)carbonylmethyleneoxyphenyl]-2,4-pyrimidinediamine, the reaction of N4-(4-tert-butylphenyl)-5-fluoro-N2-(2-methoxycarbonylbenzofuran-5-yl)-2,4-pyrimidinediamine with methylamine hydrochloride gave N4-(4-tert-butylphenyl)-5-fluoro-N2-[2-(N-methylamino)carbonylbenzofuran-5-yl]-2,4-pyrimidinediamine. 1H NMR (CD3OD): δ 8.04 (d, 1H, J=2.4 Hz), 7.88 (d, 1H, 4.2 Hz), 7.58–7.30 (m, 7H), 2.94 (s, 3H), 1.33 (s, 9H);... As a reaction SMILES: [C:1]([C:5]1[CH:10]=[CH:9][C:8]([NH:11][C:12]2[C:17]([F:18])=[CH:16][N:15]=[C:14]([NH:19][C:20]3[CH:21]=[CH:22][C:23]4[O:27][C:26]([C:28]([O:30]C)=O)=[CH:25][C:24]=4[CH:32]=3)[N:13]=2)=[CH:7][CH:6]=1)([CH3:4])([CH3:3])[CH3:2].Cl.[CH3:34][NH2:35]>>[C:1]([C:5]1[CH:10]=[CH:9][C:8]([NH:11][C:12]2[C:17]([F:18])=[CH:16][N:15]=[C:14]([NH:19][C:20]3[CH:21]=[CH:22][C:23]4[O:27][C:26]([C:28]([NH:35][CH3:34])=[O:30])=[CH:25][C:24]=4[CH:32]=3)[N:13]=2)=[CH:7][CH:6]=1)([CH3:2])([CH3:4])[CH3:3] |f:1.2|. The product is C(C)(C)(C)C1=CC=C(C=C1)NC1=NC(=NC=C1F)NC=1C=CC2=C(C=C(O2)C(=O)NC)C1 (N4-(4-tert-butylphenyl)-5-fluoro-N2-[2-(N-methylamino)carbonylbenzofuran-5-yl]-2,4-pyrimidinediamine). Reactants: ClC1=CC=C(C=C1)N1N=C(C(C=C1C)=O)C(=O)O (1-(4-chlorophenyl)-1,4-dihydro-4-oxo-6-methylpyridazine-3-carboxylic acid), [Li] (monolithium), CS(=O)(=O)N (methanesulfonamide), CS(=O)(=O)N (methanesulfonamide), ClC(=O)OCC (ethyl chloroformate). The solvent is C1CCOC1 (THF), C(C)N(CC)CC (triethylamine), CCOCC (ether), C1CCOC1 (THF). Run at temperature -78 celsius, time 2 hour. The product is ClC1=CC=C(C=C1)N1N=C(C(C=C1C)=O)C(=O)NS(=O)(=O)C (1-(4-chlorophenyl)-1,4-dihydro-3-methylsulfonamidocarbonyl-4-oxo-6-methylpyridazine). Isolated yield 71.8%. As a reaction SMILES: [Cl:1][C:2]1[CH:7]=[CH:6][C:5]([N:8]2[C:13]([CH3:14])=[CH:12][C:11](=[O:15])[C:10]([C:16]([OH:18])=O)=[N:9]2)=[CH:4][CH:3]=1.ClC(OCC)=O.[Li].[CH3:26][S:27]([NH2:30])(=[O:29])=[O:28]>C1COCC1.CCOCC.C(N(CC)CC)C>[Cl:1][C:2]1[CH:7]=[CH:6][C:5]([N:8]2[C:13]([CH3:14])=[CH:12][C:11](=[O:15])[C:10]([C:16]([NH:30][S:27]([CH3:26])(=[O:29])=[O:28])=[O:18])=[N:9]2)=[CH:4][CH:3]=1 |^1:24|. Procedure details: To a mixture of 1.3 g of 1-(4-chlorophenyl)-1,4-dihydro-4-oxo-6-methylpyridazine-3-carboxylic acid and 0.73 ml of triethylamine in 50 ml of THF was added at -40° C., 0.53 ml of ethyl chloroformate, and the resulting mixture was allowed to reach room temperature over 2 hours with continued stirring. The mixture was then cooled to -78° C., and the monolithium salt of methanesulfonamide (prepared from 18 mmole of lithiodiisopropylamide and 15 mmole (1.42 g) of methanesulfonamide) in 25 ml of THF wa... The reactants are C=CCNc1cc(C)c2c(=O)cc(Nc3ccccc3)n(-c3ccccc3)c2n1, CS(=O)(=O)O, CCO, CCOC(C)=O. Yields the product Cc1cc(N)nc2c1c(=O)cc(Nc1ccccc1)n2-c1ccccc1. Reaction SMILES: [CH2:1]([CH:2]=[CH2:3])[NH:4][c:5]1[cH:6][c:7]([CH3:29])[c:8]2[c:9](=[O:28])[cH:10][c:11]([NH:21][c:22]3[cH:23][cH:24][cH:25][cH:26][cH:27]3)[n:12](-[c:15]3[cH:16][cH:17][cH:18][cH:19][cH:20]3)[c:13]2[n:14]1.[CH3:30][S:31]([OH:32])(=[O:33])=[O:34].[CH3:35][CH2:36][OH:37].[CH3:38][CH2:39][O:40][C:41]([CH3:42])=[O:43]>>[NH2:4][c:5]1[cH:6][c:7]([CH3:29])[c:8]2[c:9](=[O:28])[cH:10][c:11]([NH:21][c:22]3[cH:23][cH:24][cH:25][cH:26][cH:27]3)[n:12](-[c:15]3[cH:16][cH:17][cH:18][cH:19][cH:20]3)[c:13]2[n:14]1. RXN SMILES: C([N:8]1[CH2:13][CH2:12][CH:11]([O:14][CH2:15][CH2:16][CH2:17][CH2:18][CH2:19][CH2:20][O:21][Si:22]([C:25]([CH3:28])([CH3:27])[CH3:26])([CH3:24])[CH3:23])[CH2:10][CH2:9]1)C1C=CC=CC=1.[H][H]>CO.[Pd]>[Si:22]([O:21][CH2:20][CH2:19][CH2:18][CH2:17][CH2:16][CH2:15][O:14][CH:11]1[CH2:12][CH2:13][NH:8][CH2:9][CH2:10]1)([C:25]([CH3:28])([CH3:27])[CH3:26])([CH3:24])[CH3:23]. Reaction conditions: time 8 hour. Isolated yield 98.3%. Procedure: Intermediate 22 (157 mg, 0.387 mmol) was dissolved in MeOH (5 mL) then added 10% (w/w) Pd/C (41 mg, 0.0387 mmol). The reaction vessel was attached to 3-way valve with balloon containing hydrogen gas. The vessel was evacuated 3 times then back flushed with hydrogen. The resulting suspension was stirred overnight, filtered, and concentrated to give the title compound (120 mg) as clear oil. The compound was used with no further purification. ES/MS calcd for C17H38NO2Si+ 316.3. Found m/z=316.3 (M+H)... The reagents and catalysts are [Pd] (Pd/C). Run in CO (MeOH). Yields the product [Si](C)(C)(C(C)(C)C)OCCCCCCOC1CCNCC1 (4-((6-((tert-butyldimethylsily)oxy)hexyl)oxy)piperidine). The reactants are C(C1=CC=CC=C1)N1CCC(CC1)OCCCCCCO[Si](C)(C)C(C)(C)C (1-benzyl-4-((6-((tert-butyldimethylsilyl)oxy)hexyl)oxy)piperidine), [H][H] (hydrogen). Reactants: COC=1C=C2C(=CC=NC2=CC1OC)OC1=CC=C(C=C1)N (6,7-Dimethoxy-4-(4-aminophenoxy)quinoline), ClC1=CC(=C(C=C1)N=C=O)[N+](=O)[O-] (4-chloro-2-nitrophenyl isocyanate). Solvent: C1(=CC=CC=C1)C (toluene). Product: ClC1=CC(=C(C=C1)NC(=O)NC1=CC=C(C=C1)OC1=CC=NC2=CC(=C(C=C12)OC)OC)[N+](=O)[O-] (N-(4-Chloro-2-nitrophenyl)-N'-{4-[(6,7-dimethoxy-4-quinolyl)oxy]phenyl}urea). Yield: 84.7%. Reaction SMILES: [CH3:1][O:2][C:3]1[CH:4]=[C:5]2[C:10](=[CH:11][C:12]=1[O:13][CH3:14])[N:9]=[CH:8][CH:7]=[C:6]2[O:15][C:16]1[CH:21]=[CH:20][C:19]([NH2:22])=[CH:18][CH:17]=1.[Cl:23][C:24]1[CH:29]=[CH:28][C:27]([N:30]=[C:31]=[O:32])=[C:26]([N+:33]([O-:35])=[O:34])[CH:25]=1>C1(C)C=CC=CC=1>[Cl:23][C:24]1[CH:29]=[CH:28][C:27]([NH:30][C:31]([NH:22][C:19]2[CH:18]=[CH:17][C:16]([O:15][C:6]3[C:5]4[C:10](=[CH:11][C:12]([O:13][CH3:14])=[C:3]([O:2][CH3:1])[CH:4]=4)[N:9]=[CH:8][CH:7]=3)=[CH:21][CH:20]=2)=[O:32])=[C:26]([N+:33]([O-:35])=[O:34])[CH:25]=1. Procedure details: 6,7-Dimethoxy-4-(4-aminophenoxy)quinoline (123 mg) was dissolved in toluene (12 ml) with heat, 4-chloro-2-nitrophenyl isocyanate (172 mg) was added, and the admixture was refluxed with heat for 14 minutes. The separated crystals were filtered and then washed with toluene to obtain 174 mg of the title compound (yield: 85%). Reactants: CSC1=C(C#N)C=CC=C1 (2-(methylthio)benzonitrile), [H-].[Al+3].[Li+].[H-].[H-].[H-] (lithium aluminium hydride), aqueous solution, [OH-].[Na+] (sodium hydroxide), C1CCOC1 (THF). Solvent: O (water), CCOCC (ether), CCOCC (ether), O (Water). Run at time 2 hour. Product: CSC1=C(CN)C=CC=C1 (2-(METHYLTHIO)BENZYLAMINE). RXN SMILES: [CH3:1][S:2][C:3]1[CH:10]=[CH:9][CH:8]=[CH:7][C:4]=1[C:5]#[N:6].[H-].[Al+3].[Li+].[H-].[H-].[H-].C1COCC1.[OH-].[Na+]>CCOCC.O>[CH3:1][S:2][C:3]1[CH:10]=[CH:9][CH:8]=[CH:7][C:4]=1[CH2:5][NH2:6] |f:1.2.3.4.5.6,8.9|. Procedure details: A solution of 2-(methylthio)benzonitrile (29.8 g) in dry ether (150 ml ) was added dropwise to a stirred suspension of lithium aluminium hydride (11.6 g) in dry ether (360 ml) under nitrogen. A thick gum formed which was dissolved by the addition of dry THF (100 ml). The mixture was stirred at room temperature for 2 hours, Water (12 ml) was then carefully added followed by a 15% aqueous solution of sodium hydroxide (36 ml) and more water (12 ml). The mixture, was filtered, the filtrate washed wi... Starting materials: ClC1=CC=C(N=N1)C=1C=C(C=CC1)NC(C)=O (N-[3-(6-chloro-3-pyridazinyl)phenyl]acetamide), [H-].[Na+] (sodium hydride), CN(C=O)C (dimethylformamide), [H-].[Na+] (sodium hydride), C(C)I (ethyl iodide), C(C)I (ethyl iodide). Reaction SMILES: [Cl:1][C:2]1[N:7]=[N:6][C:5]([C:8]2[CH:9]=[C:10]([NH:14][C:15](=[O:17])[CH3:16])[CH:11]=[CH:12][CH:13]=2)=[CH:4][CH:3]=1.[H-].[Na+].CN(C)C=O.[CH2:25](I)[CH3:26]>O>[CH2:25]([N:14]([C:10]1[CH:11]=[CH:12][CH:13]=[C:8]([C:5]2[N:6]=[N:7][C:2]([Cl:1])=[CH:3][CH:4]=2)[CH:9]=1)[C:15](=[O:17])[CH3:16])[CH3:26] |f:1.2|. The solvent is O (water). Conditions: time 1 hour. Procedure: A mixture of 4.0 g of N-[3-(6-chloro-3-pyridazinyl)phenyl]acetamide, 0.85 g of sodium hydride (50% in oil) and 300 ml of dry dimethylformamide, under argon, was stirred for 1 hour then 1.42 ml of ethyl iodide was added. After stirring for 2.5 hours, 0.5 equivalent of sodium hydride and 1.1 equivalent of ethyl iodide were added. This mixture was stirred overnight, poured into 1 liter of water and extracted with five 100 ml portions of dichloromethane. The extracts were combined, dried and evapora... Product: C(C)N(C(C)=O)C1=CC(=CC=C1)C=1N=NC(=CC1)Cl (N-Ethyl-N-[3-(6-chloro-3-pyridazinyl)phenyl]acetamide). Reactants: CN1N=CC=C1C(=O)O (2-methyl-2H-pyrazole-3-carboxylic acid), COC1=C(CN)C=CC(=C1)OC (2,4-dimethoxy-benzylamine). The product is COC1=C(CNC(=O)C=2N(N=CC2)C)C=CC(=C1)OC (2-Methyl-2H-pyrazole-3-carboxylic acid 2,4-dimethoxy-benzylamide). Reaction SMILES: [CH3:1][N:2]1[C:6]([C:7]([OH:9])=O)=[CH:5][CH:4]=[N:3]1.[CH3:10][O:11][C:12]1[CH:19]=[C:18]([O:20][CH3:21])[CH:17]=[CH:16][C:13]=1[CH2:14][NH2:15]>>[CH3:10][O:11][C:12]1[CH:19]=[C:18]([O:20][CH3:21])[CH:17]=[CH:16][C:13]=1[CH2:14][NH:15][C:7]([C:6]1[N:2]([CH3:1])[N:3]=[CH:4][CH:5]=1)=[O:9]. Procedure: Prepared in a similar manner to example 4 using 2-methyl-2H-pyrazole-3-carboxylic acid and 2,4-dimethoxy-benzylamine. MS (M+H, 276.2).